From a dataset of the Open Reaction Database (ORD), a public repository of structured organic reaction records. describe an organic reaction: reactants, conditions, products, and yield Reactants: CN(C)C=O, O=C(Cl)OCc1ccccc1, [H-], [Na+], c1ccc(-c2ccccc2Sc2nc3ccccc3[nH]2)nc1. Product: O=C(OCc1ccccc1)n1c(Sc2ccccc2-c2ccccn2)nc2ccccc21. RXN SMILES: [CH3:36][N:37]([CH3:38])[CH:39]=[O:40].[Cl:25][C:26](=[O:27])[O:28][CH2:29][c:30]1[cH:31][cH:32][cH:33][cH:34][cH:35]1.[H-:23].[Na+:24].[n:1]1[c:2](-[c:7]2[c:8]([S:13][c:14]3[n:15][c:16]4[c:17]([nH:18]3)[cH:19][cH:20][cH:21][cH:22]4)[cH:9][cH:10][cH:11][cH:12]2)[cH:3][cH:4][cH:5][cH:6]1>>[n:1]1[c:2](-[c:7]2[c:8]([S:13][c:14]3[n:15]([C:26](=[O:27])[O:28][CH2:29][c:30]4[cH:31][cH:32][cH:33][cH:34][cH:35]4)[c:16]4[c:17]([n:18]3)[cH:19][cH:20][cH:21][cH:22]4)[cH:9][cH:10][cH:11][cH:12]2)[cH:3][cH:4][cH:5][cH:6]1. Starting materials: O=C([O-])[O-], CCOC(C)=O, CCOC(=O)C1CCNCC1, CCO, ClCc1ccccc1, [K+], [K+], O. Product: CCOC(=O)C1CCN(Cc2ccccc2)CC1. RXN SMILES: [C:20](=[O:21])([O-:22])[O-:23].[C:30]([O:31][CH2:32][CH3:33])(=[O:34])[CH3:35].[CH2:1]([CH3:2])[O:3][C:4](=[O:5])[CH:6]1[CH2:7][CH2:8][NH:9][CH2:10][CH2:11]1.[CH3:26][CH2:27][OH:28].[Cl:12][CH2:13][c:14]1[cH:15][cH:16][cH:17][cH:18][cH:19]1.[K+:24].[K+:25].[OH2:29]>>[CH2:1]([CH3:2])[O:3][C:4](=[O:5])[CH:6]1[CH2:7][CH2:8][N:9]([CH2:13][c:14]2[cH:15][cH:16][cH:17][cH:18][cH:19]2)[CH2:10][CH2:11]1. Reactants: C(=O)=O (carbon dioxide), OC1CCC(C2=C1SC=C2)NC(=O)N (4,5,6,7-tetrahydro-7-hydroxybenzo[b]-thien-4-yl urea), [OH-].[Na+] (sodium hydroxide), C=O (paraformaldehyde). The solvent is CO (methanol), O (water). Yields the product COCNC(=O)NC1CCC(C=2SC=CC21)O (1-(methoxymethyl)-3-(4,5,6,7-tetrahydro-7-hydroxybenzo[b]thien-4-yl)urea). Isolated yield 65.0%. As a reaction SMILES: [OH:1][CH:2]1[C:7]2[S:8][CH:9]=[CH:10][C:6]=2[CH:5]([NH:11][C:12]([NH2:14])=[O:13])[CH2:4][CH2:3]1.[OH-].[Na+].[CH2:17]=O.[C:19](=[O:21])=O>O.CO>[CH3:17][O:21][CH2:19][NH:14][C:12]([NH:11][CH:5]1[C:6]2[CH:10]=[CH:9][S:8][C:7]=2[CH:2]([OH:1])[CH2:3][CH2:4]1)=[O:13] |f:1.2|. Procedure details: A mixture of 4,5,6,7-tetrahydro-7-hydroxybenzo[b]-thien-4-yl urea (4 g., 18.87 mmole), sodium hydroxide (0.969 g., 24.22 mmole), paraformaldehyde (1.038 g., 34.6 mmole) and methanol (94 ml.) is stirred and heated at reflux under a nitrogen atmosphere for 23 hours. The mixture is allowed to cool and excess solid carbon dioxide is added. Evaporation in vacuo affords a solid which is stirred with water (50 ml.) for 2 hours, filtered and air dried to furnish 3.16 g., of the title compound (65% yield... Reactants: [Si](C)(C)(C(C)(C)C)OCCCOC1=CC=C(C(=O)O)C=C1 (4-[3-[(tert-Butyldimethylsilyl)oxy]propoxy]benzoic acid), OC1=CC=C(C=C1)C1=CC=C(C=C1)C#N (4′-hydroxy-biphenyl-4-carbonitrile), N,N-dicyclohexylcarbodiimide. Solvent: C(Cl)Cl (methylene chloride). Conditions: temperature 40 celsius, time 8 hour. Product: C(#N)C1=CC=C(C=C1)C1=CC=C(C=C1)OC(C1=CC=C(C=C1)OCCCO)=O (4-(3-Hydroxy-propoxy)-benzoic acid 4′-cyanobiphenyl-4-yl ester). The yield is 89.0%. Reaction SMILES: [Si]([O:8][CH2:9][CH2:10][CH2:11][O:12][C:13]1[CH:21]=[CH:20][C:16]([C:17]([OH:19])=[O:18])=[CH:15][CH:14]=1)(C(C)(C)C)(C)C.O[C:23]1[CH:28]=[CH:27][C:26]([C:29]2[CH:34]=[CH:33][C:32]([C:35]#[N:36])=[CH:31][CH:30]=2)=[CH:25][CH:24]=1>C(Cl)Cl>[C:35]([C:32]1[CH:33]=[CH:34][C:29]([C:26]2[CH:25]=[CH:24][C:23]([O:19][C:17](=[O:18])[C:16]3[CH:15]=[CH:14][C:13]([O:12][CH2:11][CH2:10][CH2:9][OH:8])=[CH:21][CH:20]=3)=[CH:28][CH:27]=2)=[CH:30][CH:31]=1)#[N:36]. Reported procedure: To a solution of 2 (10 g, 32.21 mmol), 4′-hydroxy-biphenyl-4-carbonitrile (6.35 g, 32.53 mmol), and toluenesulfonic/4-(dimethylamino)pyridine complex (0.95 g, 3.22 mmol) in anhydrous methylene chloride (100 mL) was added N,N-dicyclohexylcarbodiimide (6.98 g, 33.82 mmol) under argon. The reaction mixture was stirred at 40° C. overnight. Upon filtering off the white residues, the filtrate was diluted with additional methylene chloride. The solution was then washed with water. The silyl ether of th... Starting materials: C(C)C1=C(NC(=C1C)C)C(=O)OCC (ethyl 3-ethyl-4,5-dimethyl-1H-pyrrole-2-carboxylate), ceric ammonium nitrate, C(C)(=O)O (acetic acid). Run in C1CCOC1 (THF), O (water), O (water). Conditions: time 1.5 hour. The product is C(C)C1=C(NC(=C1C)C=O)C(=O)OCC (ethyl 3-ethyl-5-formyl-4-methyl-1H-pyrrole-2carboxylate). As a reaction SMILES: [CH2:1]([C:3]1[C:7]([CH3:8])=[C:6]([CH3:9])[NH:5][C:4]=1[C:10]([O:12][CH2:13][CH3:14])=[O:11])[CH3:2].C(O)(=[O:17])C>C1COCC1.O>[CH2:1]([C:3]1[C:7]([CH3:8])=[C:6]([CH:9]=[O:17])[NH:5][C:4]=1[C:10]([O:12][CH2:13][CH3:14])=[O:11])[CH3:2]. Procedure details: To a solution of ethyl 3-ethyl-4,5-dimethyl-1H-pyrrole-2-carboxylate (Salor-Aldrich) (0.0147 g, 0.077 mmol) in acetic acid (5 mL), THF (4 mL) and water (4 mL) was added ceric ammonium nitrate (0.169 g, 0.31 mmol) and the reaction was stirred at ambient temperature. After 1.5 h, the reaction was poured into water (10 mL) and extracted with CH2Cl2 (3×5 mL). The combined organic layers were washed with saturated NaHCO3, dried over Na2SO4, filtered, and concentrated. The resultant residue was purifi... Starting materials: OCCN1C(NCC1)=O (1-(2-Hydroxyethyl)imidazolidin-2-one), [H-].[Na+] (sodium hydride), S1C2=C(C=C1C1=NC(=NC=C1Br)Cl)C=CC=C2 (4-(benzo[b]thiophen-2-yl)-5-bromo-2-chloropyrimidine). Solvent: C(C)(=O)OCC (ethyl acetate), C([O-])(O)=O.[Na+] (sodium bicarbonate), C1CCOC1 (THF), C1CCOC1 (THF), C1CCOC1 (THF). Reaction conditions: time 8 hour. Yields the product S1C2=C(C=C1C1=NC(=NC=C1Br)OCCN1C(NCC1)=O)C=CC=C2 (1-(2-(4-(Benzo[b]thiophen-2-yl)-5-bromopyrimidin-2-yloxy)ethyl)imidazolidin-2-one). RXN SMILES: [OH:1][CH2:2][CH2:3][N:4]1[CH2:8][CH2:7][NH:6][C:5]1=[O:9].[H-].[Na+].[S:12]1[C:16]([C:17]2[C:22]([Br:23])=[CH:21][N:20]=[C:19](Cl)[N:18]=2)=[CH:15][C:14]2[CH:25]=[CH:26][CH:27]=[CH:28][C:13]1=2>C1COCC1.C(OCC)(=O)C.C(=O)(O)[O-].[Na+]>[S:12]1[C:16]([C:17]2[C:22]([Br:23])=[CH:21][N:20]=[C:19]([O:1][CH2:2][CH2:3][N:4]3[CH2:8][CH2:7][NH:6][C:5]3=[O:9])[N:18]=2)=[CH:15][C:14]2[CH:25]=[CH:26][CH:27]=[CH:28][C:13]1=2 |f:1.2,6.7|. Procedure: 1-(2-Hydroxyethyl)imidazolidin-2-one (0.6 g, 4.6 mmol) was taken up in anhydrous THF (5 mL) and added dropwise to a reaction flask containing a suspension of sodium hydride (0.147 g (60% in oil), 3.68mmol) in anhydrous THF (10 mL) at 0° C. The ice bath was removed and the reaction allowed to warm up to room temperature over a 2 h period. 4-(benzo[b]thiophen-2-yl)-5-bromo-2-chloropyrimidine (0.3 g, 9.2 mmol), dissolved in THF was added dropwise. The reaction was stirred overnight. The reaction wa...